The task is: describe an organic reaction: reactants, conditions, products, and yield. This data is from the Open Reaction Database (ORD), a public repository of structured organic reaction records. As a reaction SMILES: [NH2:1][C:2]1[CH:3]=[N:4][C:5]2[C:10]([C:11]=1[C:12]1[CH:17]=[CH:16][CH:15]=[CH:14][C:13]=1[Cl:18])=[CH:9][C:8]([CH3:19])=[CH:7][C:6]=2[CH3:20].C([O:24][C:25]1[CH:35]=[CH:34][C:28]([CH:29]=[CH:30][C:31](Cl)=[O:32])=[CH:27][CH:26]=1)(=O)C.O1CCCC1.C(=O)([O-])O.[Na+]>O>[Cl:18][C:13]1[CH:14]=[CH:15][CH:16]=[CH:17][C:12]=1[C:11]1[C:10]2[C:5](=[C:6]([CH3:20])[CH:7]=[C:8]([CH3:19])[CH:9]=2)[N:4]=[CH:3][C:2]=1[NH:1][C:31](=[O:32])[CH:30]=[CH:29][C:28]1[CH:34]=[CH:35][C:25]([OH:24])=[CH:26][CH:27]=1 |f:3.4|. Product: ClC1=C(C=CC=C1)C1=C(C=NC2=C(C=C(C=C12)C)C)NC(C=CC1=CC=C(C=C1)O)=O (4-(2-chlorophenyl)-3-(4-hydroxycinnamoylamino)-6,8-dimethylquinoline). Yield: 78.3%. Procedure details: A mixture of 3-amino-4-(2-chlorophenyl)-6,8-dimethylquinoline (282 mg), 4-acetoxycinnamoyl chloride (250 mg) and tetrahydrofuran (5 ml) was stirred at room temperature for 6 hours. After being diluted with water and made neutral with a sodium hydrogen carbonate saturated solution, the mixture was extracted with ethyl acetate. The ethyl acetate layer was washed with water and dried (MgSO4). The solvent was removed, and the residue was dissolved in tetrahydrofuran-methanol solution (1:1, 6 ml). Th... The solvent is O (water). Reactants: NC=1C=NC2=C(C=C(C=C2C1C1=C(C=CC=C1)Cl)C)C (3-amino-4-(2-chlorophenyl)-6,8-dimethylquinoline), C(C)(=O)OC1=CC=C(C=CC(=O)Cl)C=C1 (4-acetoxycinnamoyl chloride), O1CCCC1 (tetrahydrofuran), C(O)([O-])=O.[Na+] (sodium hydrogen carbonate). Run at time 6 hour. The reactants are C(C)(=O)OC(C)=O (acetic anhydride), C(C)OC1=CC=C(C=C1)C(=C)C1=CC=C(C=C1)N(C)C (1-(p-ethoxyphenyl)-1-(p-dimethylaminophenyl)ethylene), ClC=1C(=C(C(=C2C1C(=O)OC2=O)Cl)Cl)Cl (tetrachlorophthalic anhydride), [OH-].[Na+] (sodium hydroxide). Run in ClC1=C(C=CC=C1)Cl (o-dichlorobenzene), O (water). Run at temperature 120 celsius, time 6 hour. Product: CN(C1=CC=C(C=C1)C(=CC1(OC(=O)C2=C(C(=C(C(=C12)Cl)Cl)Cl)Cl)C=C(C1=CC=C(C=C1)N(C)C)C1=CC=C(C=C1)OCC)C1=CC=C(C=C1)OCC)C (3,3-bis[2-(p-dimethylaminophenyl)-2-(p-ethoxyphenyl)ethenyl]-4,5,6,7-tetrachlorophthalide). The yield is 80.8%. RXN SMILES: [C:1]([O:4][C:5](=O)[CH3:6])(=O)[CH3:2].[CH2:8]([O:10][C:11]1[CH:16]=[CH:15][C:14]([C:17]([C:19]2[CH:24]=[CH:23][C:22]([N:25]([CH3:27])[CH3:26])=[CH:21][CH:20]=2)=[CH2:18])=[CH:13][CH:12]=1)[CH3:9].[Cl:28][C:29]1[C:30]([Cl:42])=[C:31]([Cl:41])[C:32]([Cl:40])=[C:33]2[C:38](=O)[O:37][C:35](=[O:36])[C:34]=12.[OH-].[Na+]>O.ClC1C=CC=CC=1Cl>[CH3:27][N:25]([CH3:26])[C:22]1[CH:21]=[CH:20][C:19]([C:17]([C:14]2[CH:15]=[CH:16][C:11]([O:10][CH2:8][CH3:9])=[CH:12][CH:13]=2)=[CH:18][C:38]2([CH:18]=[C:17]([C:14]3[CH:13]=[CH:12][C:1]([O:4][CH2:5][CH3:6])=[CH:2][CH:15]=3)[C:19]3[CH:24]=[CH:23][C:22]([N:25]([CH3:27])[CH3:26])=[CH:21][CH:20]=3)[C:33]3[C:34](=[C:29]([Cl:28])[C:30]([Cl:42])=[C:31]([Cl:41])[C:32]=3[Cl:40])[C:35](=[O:36])[O:37]2)=[CH:24][CH:23]=1 |f:3.4|. Reported procedure: Into a mixture of 25 ml of acetic anhydride and 75 ml of o-dichlorobenzene, 13.4 g of 1-(p-ethoxyphenyl)-1-(p-dimethylaminophenyl)ethylene (melting at 110°-111° C.) and 21.5 g of tetrachlorophthalic anhydride were added and the mixture was stirred for 6 hours at 120° C. After adding the reaction mixture into 200 ml of water and making the mixture alkaline by sodium hydroxide, the alkaline mixture was extracted with 70 ml of toluene. The solid matter obtained by distilling off toluene from the ex... The product is C(C)(=O)O[C@]1(C(C)=O)CC[C@H]2[C@@H]3C=C(C4=CC(OC[C@]4(C)[C@H]3CC[C@]12C)=O)Cl (17α-acetoxy-6-chloro-2-oxapregna-4,6-diene-3,20-dione). Isolated yield 62.4%. As a reaction SMILES: [BH4-].[Na+].[C:3]([O:6][C@:7]1([C@:27]2([CH3:28])[C@H:13]([C@H:14]3[C@H:24]([CH2:25][CH2:26]2)[C@:22]2([CH3:23])[C:17](=[CH:18][C:19](=[O:30])[O:20][CH:21]2O)[C:16]([Cl:31])=[CH:15]3)[CH2:12][CH2:11]1)[C:8](=[O:10])[CH3:9])(=[O:5])[CH3:4].C(=O)([O-])O.[Na+].Cl>O.CO>[C:3]([O:6][C@:7]1([C@:27]2([CH3:28])[C@H:13]([C@H:14]3[C@H:24]([CH2:25][CH2:26]2)[C@:22]2([CH3:23])[C:17](=[CH:18][C:19](=[O:30])[O:20][CH2:21]2)[C:16]([Cl:31])=[CH:15]3)[CH2:12][CH2:11]1)[C:8](=[O:10])[CH3:9])(=[O:5])[CH3:4] |f:0.1,3.4|. Solvent: O (water), CO (methanol). Reactants: [BH4-].[Na+] (Sodium borohydride), C(C)(=O)O[C@]1(C(C)=O)CC[C@H]2[C@@H]3C=C(C4=CC(OC([C@]4(C)[C@H]3CC[C@]12C)O)=O)Cl (17α-acetoxy-6-chloro-1ξ-hydroxy-2-oxapregna-4,6-diene-3,20-dione), C(O)([O-])=O.[Na+] (sodium hydrogen carbonate), Cl (hydrochloric acid). Reported procedure: Sodium borohydride (72 mg) was added to a mixture of 200 mg of 17α-acetoxy-6-chloro-1ξ-hydroxy-2-oxapregna-4,6-diene-3,20-dione, 80 mg of sodium hydrogen carbonate, 20 ml of methanol and 10 ml of water, and the mixture was stirred at room temperature for 30 minutes. Concentrated hydrochloric acid (about 0.4 ml) was added to the reaction mixture, and the mixture was extracted with ethyl acetate. The extract was washed with a saturated aqueous solution of sodium hydrogen carbonate, and dried over ... Run at time 30 minute. Starting materials: ( b ), C(C1=CC=CC=C1)OC1=C(OC2=C(C=C(C=C2)S(=O)(=O)NCCC)F)C=CC(=C1)CC (4-(2-Benzyloxy-4-ethyl-phenoxy)-3-fluoro-N-propyl-benzenesulfonamide), O1CCCC1 (tetrahydrofurane). The solvent is C(C)O (ethanol). The product is C(C)C1=CC(=C(OC2=C(C=C(C=C2)S(=O)(=O)NCCC)F)C=C1)O (4-(4-ethyl-2-hydroxyphenoxy)-3-fluoro-N-propyl benzenesulfonamide). Yield: 61.9%. RXN SMILES: C([O:8][C:9]1[CH:29]=[C:28]([CH2:30][CH3:31])[CH:27]=[CH:26][C:10]=1[O:11][C:12]1[CH:17]=[CH:16][C:15]([S:18]([NH:21][CH2:22][CH2:23][CH3:24])(=[O:20])=[O:19])=[CH:14][C:13]=1[F:25])C1C=CC=CC=1.O1CCCC1>C(O)C>[CH2:30]([C:28]1[CH:27]=[CH:26][C:10]([O:11][C:12]2[CH:17]=[CH:16][C:15]([S:18]([NH:21][CH2:22][CH2:23][CH3:24])(=[O:20])=[O:19])=[CH:14][C:13]=2[F:25])=[C:9]([OH:8])[CH:29]=1)[CH3:31]. Reported procedure: According to the procedure of example 20 (b) except substituting 4-ethyl-2-methoxy-1-[4-nitro-2-(trifluoromethyl) phenoxy]benzene for 4-(2-Benzyloxy-4-ethyl-phenoxy)-3-fluoro-N-propyl-benzenesulfonamide (140 mg; 0.32 mmol) and tetrahydrofurane for ethanol (3 mL), the title compound (70 mg; 62%) was obtained as a clear oil, after purification on preparative TLC (dichloromethane) Product: CC(C)(C)Oc1cc(F)nc(F)c1F. Reaction SMILES: [C:6]([CH3:7])([CH3:8])([CH3:9])[O:10][c:11]1[c:12]([Cl:20])[c:13]([F:19])[n:14][c:15]([F:18])[c:16]1[F:17].[CH2:21]1[O:22][CH2:23][CH2:24][CH2:25]1.[CH3:2][C:3](=[O:4])[O-:5].[Na+:1]>>[C:6]([CH3:7])([CH3:8])([CH3:9])[O:10][c:11]1[cH:12][c:13]([F:19])[n:14][c:15]([F:18])[c:16]1[F:17]. Reactants: CC(C)(C)Oc1c(F)c(F)nc(F)c1Cl, C1CCOC1, CC(=O)[O-], [Na+].